Dataset: the Open Reaction Database (ORD), a public repository of structured organic reaction records. Task: describe an organic reaction: reactants, conditions, products, and yield Starting materials: CCCn1nc(C#N)c(Br)c1CC1(F)CCN(C(=O)OC(C)(C)C)CC1, CCO, Cl. The product is CCCn1nc(C#N)c(Br)c1CC1(F)CCNCC1, Cl. Reaction SMILES: [Br:2][c:3]1[c:4]([CH2:13][C:14]2([F:27])[CH2:15][CH2:16][N:17]([C:20]([O:21][C:22]([CH3:23])([CH3:24])[CH3:25])=[O:26])[CH2:18][CH2:19]2)[n:5]([CH2:10][CH2:11][CH3:12])[n:6][c:7]1[C:8]#[N:9].[CH3:28][CH2:29][OH:30].[ClH:1]>>[Br:2][c:3]1[c:4]([CH2:13][C:14]2([F:27])[CH2:15][CH2:16][NH:17][CH2:18][CH2:19]2)[n:5]([CH2:10][CH2:11][CH3:12])[n:6][c:7]1[C:8]#[N:9].[ClH:1]. Procedure details: 3-Chloro-2-methylpropene (1.36 g, 15 mmol) was added to a mixture of 5-fluoro-2-nitro-phenol (1.57 g, 10 mmol), potassium carbonate (2.76 g, 20 mmol), tetrabutylammonium hydrogen sulfate (0.068 g, 0.2 mmol) and acetonitrile (30 ml), and the mixture was heated under reflux for 18 h. The cold reaction mixture was diluted with toluene and washed with 5% aqueous potassium carbonate, dried and evaporated. A part of the residue (0.631 g, 3 mmol), sodium dithionite (1.04 g, 6 mmol) in EtOH-THF-H2O (2:1... Run in C(C)#N (acetonitrile), ClCCl (dichloromethane), N1=CC=CC=C1 (pyridine), CCO.C1CCOC1.O (EtOH THF H2O). The reagents and catalysts are S(=O)(=O)(O)[O-].C(CCC)[N+](CCCC)(CCCC)CCCC (tetrabutylammonium hydrogen sulfate). The product is FC1=CC(=C(C=C1)NC(C)=O)OCC(=C)C (N-[4-Fluoro-2-(2-methyl-allyloxy)-phenyl]-acetamide). The reactants are ClCC(=C)C (3-Chloro-2-methylpropene), FC=1C=CC(=C(C1)O)[N+](=O)[O-] (5-fluoro-2-nitro-phenol), C([O-])([O-])=O.[K+].[K+] (potassium carbonate), C1(=CC=CC=C1)C (toluene), residue, S(=O)([O-])S(=O)[O-].[Na+].[Na+] (sodium dithionite), C([O-])([O-])=O.[K+].[K+] (potassium carbonate). Run at temperature 50 celsius, time 20 minute. Reaction SMILES: Cl[CH2:2][C:3]([CH3:5])=[CH2:4].[F:6][C:7]1[CH:8]=[CH:9][C:10]([N+:14]([O-])=O)=[C:11]([OH:13])[CH:12]=1.[C:17](=[O:20])([O-])[O-].[K+].[K+].S(S([O-])=O)([O-])=O.[Na+].[Na+].[C:31]1(C)C=CC=CC=1>S([O-])(O)(=O)=O.C([N+](CCCC)(CCCC)CCCC)CCC.CCO.C1COCC1.O.N1C=CC=CC=1.ClCCl.C(#N)C>[F:6][C:7]1[CH:8]=[CH:9][C:10]([NH:14][C:17](=[O:20])[CH3:31])=[C:11]([O:13][CH2:2][C:3]([CH3:5])=[CH2:4])[CH:12]=1 |f:2.3.4,5.6.7,9.10,11.12.13|. Reactants: CC#N, CC1(C)OB(c2cn[nH]c2)OC1(C)C, C1CCC2=NCCCN2CC1, N#CC=CC1CCOCC1. The product is CC1(C)OB(c2cnn(C(CC#N)C3CCOCC3)c2)OC1(C)C. Reaction SMILES: [CH3:15][C:16]#[N:17].[CH3:1][C:2]1([CH3:14])[O:3][B:4]([c:9]2[cH:10][n:11][nH:12][cH:13]2)[O:5][C:6]1([CH3:7])[CH3:8].[N:28]12[CH2:29][CH2:30][CH2:31][N:32]=[C:33]1[CH2:34][CH2:35][CH2:36][CH2:37][CH2:38]2.[O:18]1[CH2:19][CH2:20][CH:21]([CH:24]=[CH:25][C:26]#[N:27])[CH2:22][CH2:23]1>>[CH3:1][C:2]1([CH3:14])[O:3][B:4]([c:9]2[cH:10][n:11][n:12]([CH:24]([CH:21]3[CH2:20][CH2:19][O:18][CH2:23][CH2:22]3)[CH2:25][C:26]#[N:27])[cH:13]2)[O:5][C:6]1([CH3:7])[CH3:8]. Reactants: BrC1=CN=C(S1)NC(N(C1CCCCC1)C1CCCCC1)=O (3-(5-bromo-thiazol-2-yl)-1,1-dicyclohexyl-urea), SC=1N(C=CN1)C (2-mercapto-1-methyl-1H-imidazole). Yields the product C1(CCCCC1)N(C(=O)NC=1SC(=CN1)SC=1N(C=CN1)C)C1CCCCC1 (1,1-Dicyclohexyl-3-[5-(1-methyl-1H-imidazol-2-ylsulfanyl)-thiazol-2-yl]-urea). As a reaction SMILES: Br[C:2]1[S:6][C:5]([NH:7][C:8](=[O:22])[N:9]([CH:16]2[CH2:21][CH2:20][CH2:19][CH2:18][CH2:17]2)[CH:10]2[CH2:15][CH2:14][CH2:13][CH2:12][CH2:11]2)=[N:4][CH:3]=1.[SH:23][C:24]1[N:25]([CH3:29])[CH:26]=[CH:27][N:28]=1>>[CH:10]1([N:9]([CH:16]2[CH2:21][CH2:20][CH2:19][CH2:18][CH2:17]2)[C:8]([NH:7][C:5]2[S:6][C:2]([S:23][C:24]3[N:25]([CH3:29])[CH:26]=[CH:27][N:28]=3)=[CH:3][N:4]=2)=[O:22])[CH2:15][CH2:14][CH2:13][CH2:12][CH2:11]1. Procedure details: Prepared as described in general procedure (E) using 3-(5-bromo-thiazol-2-yl)-1,1-dicyclohexyl-urea and 2-mercapto-1-methyl-1H-imidazole. The reactants are CC#N, CC(=O)Nc1cccc(-n2nc(CO)c(=O)n(Cc3ccc(Cl)cc3)c2=O)c1, [Na+], O=C([O-])O, BrP(Br)Br. The product is CC(=O)Nc1cccc(-n2nc(CBr)c(=O)n(Cc3ccc(Cl)cc3)c2=O)c1. As a reaction SMILES: [CH3:33][C:34]#[N:35].[Cl:1][c:2]1[cH:3][cH:4][c:5]([CH2:6][n:7]2[c:8](=[O:26])[n:9](-[c:16]3[cH:17][c:18]([NH:22][C:23]([CH3:24])=[O:25])[cH:19][cH:20][cH:21]3)[n:10][c:11]([CH2:14][OH:15])[c:12]2=[O:13])[cH:27][cH:28]1.[Na+:40].[O-:36][C:37]([OH:38])=[O:39].[P:29]([Br:30])([Br:31])[Br:32]>>[Cl:1][c:2]1[cH:3][cH:4][c:5]([CH2:6][n:7]2[c:8](=[O:26])[n:9](-[c:16]3[cH:17][c:18]([NH:22][C:23]([CH3:24])=[O:25])[cH:19][cH:20][cH:21]3)[n:10][c:11]([CH2:14][Br:30])[c:12]2=[O:13])[cH:27][cH:28]1. The solvent is CCO (EtOH). The yield is 50.4%. The product is ClC1=C(C(=CC(=C1)OC)Cl)C=1N=C(SC1)N (4-(2,6-Dichloro-4-methoxyphenyl)thiazol-2-ylamine). Procedure: To a solution of 2-bromo-1-(2,6-dichloro-4-methoxyphenyl)ethanone (10-3, 1.3 g) and thiourea (0.42 g, 5.5 mmol) in 95% EtOH (15.0 mL) was heated at reflux for 60 min. The solution was concentrated under reduced pressure and the residue was re-dissolved in ethyl acetate. The solution was washed with saturated aqueous NaHCO3, dried over MgSO4, and concentrated under reduced pressure. The residue was purified by column chromatography on silica gel to give 4-(2,6-dichloro-4-methoxyphenyl)thiazol-2-y... Reactants: BrCC(=O)C1=C(C=C(C=C1Cl)OC)Cl (2-Bromo-1-(2,6-dichloro-4-methoxyphenyl)ethanone), NC(=S)N (thiourea). RXN SMILES: Br[CH2:2][C:3]([C:5]1[C:10]([Cl:11])=[CH:9][C:8]([O:12][CH3:13])=[CH:7][C:6]=1[Cl:14])=O.[NH2:15][C:16]([NH2:18])=[S:17]>CCO>[Cl:14][C:6]1[CH:7]=[C:8]([O:12][CH3:13])[CH:9]=[C:10]([Cl:11])[C:5]=1[C:3]1[N:15]=[C:16]([NH2:18])[S:17][CH:2]=1. Starting materials: C(C)OC(=O)C1=NC(=NS1)C1=CC=C(C=C1)OC (3-(4-methoxyphenyl)-[1,2,4]thiadiazole-5-carboxylic acid ethyl ester), [BH4-].[Na+] (sodium borohydride). Solvent: CO (MeOH). Reaction conditions: time 2 hour. The product is COC1=CC=C(C=C1)C1=NSC(=N1)CO ([3-(4-Methoxyphenyl)-[1,2,4]thiadiazol-5-yl]-methanol). The yield is 36.0%. As a reaction SMILES: C([O:3][C:4]([C:6]1[S:10][N:9]=[C:8]([C:11]2[CH:16]=[CH:15][C:14]([O:17][CH3:18])=[CH:13][CH:12]=2)[N:7]=1)=O)C.[BH4-].[Na+]>CO>[CH3:18][O:17][C:14]1[CH:13]=[CH:12][C:11]([C:8]2[N:7]=[C:6]([CH2:4][OH:3])[S:10][N:9]=2)=[CH:16][CH:15]=1 |f:1.2|. Reported procedure: To a solution of 3-(4-methoxyphenyl)-[1,2,4]thiadiazole-5-carboxylic acid ethyl ester (0.24 g, 0.90 mmol) in MeOH (10 ml) was added sodium borohydride (0.058 g, 1.54 mmol) portion wise. The resulting reaction mixture was stirred at room temperature for 2 h. After the completion of the reaction (TLC monitoring), the reaction mass was cooled to 0° C., quenched it with 2 ml of water and concentrated under vacuum. Added water (50 ml) and extracted with ethyl acetate (3×50 ml). The combined organic l...